From a dataset of the Open Reaction Database (ORD), a public repository of structured organic reaction records. describe an organic reaction: reactants, conditions, products, and yield Starting materials: C=1(C(=CC=CC1)C)C (xylene), CCCCCCCCCC=1C=CC(=CC1)O (nonylphenol), C=O (paraformaldehyde), C(CCCCCCCCCCC)C1=C(C=CC=C1)S(=O)(=O)O (dodecylbenzenesulfonic acid). Solvent: O (water). Run at temperature 90 celsius, time 3 hour. Product: CCCCCCCCCC=1C=CC(=CC1)O.C=O (nonylphenol formaldehyde). As a reaction SMILES: C1(C)C(C)=CC=CC=1.[CH3:9][CH2:10][CH2:11][CH2:12][CH2:13][CH2:14][CH2:15][CH2:16][CH2:17][C:18]1[CH:19]=[CH:20][C:21]([OH:24])=[CH:22][CH:23]=1.[CH2:25]=[O:26].C(C1C=CC=CC=1S(O)(=O)=O)CCCCCCCCCCC>O>[CH3:9][CH2:10][CH2:11][CH2:12][CH2:13][CH2:14][CH2:15][CH2:16][CH2:17][C:18]1[CH:23]=[CH:22][C:21]([OH:24])=[CH:20][CH:19]=1.[CH2:25]=[O:26] |f:5.6|. Procedure details: 119 g of xylene are added to 440 g of nonylphenol, and 60 g of paraformaldehyde are metered in at 40° C. Thereafter 1.5 g of dodecylbenzenesulfonic acid are added at 35° C., after which an exothermic condensation begins. The reaction temperature is kept at 65°-70° C. for 3 hours by cooling. The mixture is then heated at 90° C. for 2 hours. In order to complete the reaction, the mixture is refluxed for 4 hours at 95°14 100° C. Thereafter, the water of reaction is distilled off, and removal of wat... The reactants are C(C)OC=1C=C(C=CC1OC)[C@H]1CSCC[C@H]1NC(=O)C=1C=C(C(=O)OC)C=CC1 (methyl 3-{[(3R,4R)-3-(3-ethoxy-4-methoxyphenyl)tetrahydro-2H-thiopyran-4-yl]carbamoyl}benzoate), ClC1=NC=CC=C1 (2-chloropyridin), O=P(Cl)(Cl)Cl (POCl3). Run in C1(=CC=CC=C1)C (toluene), C1(=CC=CC=C1)C (toluene). Run at temperature 100 celsius, time 12 hour. Product: C(C)OC1=CC=2[C@@H]3[C@H](N=C(C2C=C1OC)C=1C=C(C(=O)OC)C=CC1)CCSC3 (Methyl 3-[(4aR,10bR)-9-ethoxy-8-methoxy-3,4,4a,10b-tetrahydro-1H-thiopyrano[4,3-c]isoquinolin-6-yl]benzoate). As a reaction SMILES: [CH2:1]([O:3][C:4]1[CH:5]=[C:6]([C@@H:12]2[C@H:17]([NH:18][C:19]([C:21]3[CH:22]=[C:23]([CH:28]=[CH:29][CH:30]=3)[C:24]([O:26][CH3:27])=[O:25])=O)[CH2:16][CH2:15][S:14][CH2:13]2)[CH:7]=[CH:8][C:9]=1[O:10][CH3:11])[CH3:2].ClC1C=CC=CN=1.O=P(Cl)(Cl)Cl>C1(C)C=CC=CC=1>[CH2:1]([O:3][C:4]1[C:9]([O:10][CH3:11])=[CH:8][C:7]2[C:19]([C:21]3[CH:22]=[C:23]([CH:28]=[CH:29][CH:30]=3)[C:24]([O:26][CH3:27])=[O:25])=[N:18][C@@H:17]3[CH2:16][CH2:15][S:14][CH2:13][C@@H:12]3[C:6]=2[CH:5]=1)[CH3:2]. Procedure: To a solution of methyl 3-{[(3R,4R)-3-(3-ethoxy-4-methoxyphenyl)tetrahydro-2H-thiopyran-4-yl]carbamoyl}benzoate (2.58 g; compound C11) and 2-chloropyridin (0.68 ml) in toluene (60 ml) is slowly added a solution of POCl3 (1.65 ml) in toluene (6 ml). The reaction mixture is stirred for 12 h at 100° C. The reaction mixture is allowed to come to RT and then quenched by slow addition of water (15 ml). Additional water (30 ml) is added and the pH is adjusted to about 9 by addition of 5 M aqueous solut... Reactants: [BH3-]C#N, CO, O=Cc1ccccc1, [Cl-], [Cl-], COC(=O)c1ccc2nc(C)n(Cc3ccc(N)cc3Cl)c2n1, [Na+], [Na+], O, O=C([O-])O, [Zn+2]. Product: COC(=O)c1ccc2nc(C)n(Cc3ccc(NCc4ccccc4)cc3Cl)c2n1. RXN SMILES: [C:32]([BH3-:33])#[N:34].[CH3:41][OH:42].[CH:24](=[O:25])[c:26]1[cH:27][cH:28][cH:29][cH:30][cH:31]1.[Cl-:43].[Cl-:45].[NH2:1][c:2]1[cH:3][c:4]([Cl:23])[c:5]([CH2:6][n:7]2[c:8]([CH3:20])[n:9][c:10]3[c:11]2[n:12][c:13]([C:16](=[O:17])[O:18][CH3:19])[cH:14][cH:15]3)[cH:21][cH:22]1.[Na+:35].[Na+:36].[OH2:46].[OH:37][C:38](=[O:39])[O-:40].[Zn+2:44]>>[NH:1]([c:2]1[cH:3][c:4]([Cl:23])[c:5]([CH2:6][n:7]2[c:8]([CH3:20])[n:9][c:10]3[c:11]2[n:12][c:13]([C:16](=[O:17])[O:18][CH3:19])[cH:14][cH:15]3)[cH:21][cH:22]1)[CH2:24][c:26]1[cH:27][cH:28][cH:29][cH:30][cH:31]1. The reactants are CC1=C(C(=O)O)C=CC=N1 (2-methylnicotinic acid), C(=O)(N1C=NC=C1)N1C=NC=C1 (1,1'-carbonyldiimidazole). Run in C(Cl)Cl (methylene chloride). Reaction conditions: time 8 hour. Yields the product CC1=C(C(=O)N)C=CC=N1 (2-methylnicotinamide). Isolated yield 76.1%. RXN SMILES: [CH3:1][C:2]1[N:10]=[CH:9][CH:8]=[CH:7][C:3]=1[C:4](O)=[O:5].C(N1C=CN=C1)([N:13]1C=CN=C1)=O>C(Cl)Cl>[CH3:1][C:2]1[N:10]=[CH:9][CH:8]=[CH:7][C:3]=1[C:4]([NH2:13])=[O:5]. Procedure: To a stirred mixture of 2-methylnicotinic acid (15.0 g, 0.111 mol) and 1,1'-carbonyldiimidazole (36.0 g, 0.222 mol) was added 300 mL of methylene chloride dropwise. The reaction mixture was stirred at room temperature overnight. Ammonia gas was distilled into the reaction mixture for 30 minutes using a dry ice condenser and the mixture was stirred at room temperature for an additional hour. Solvent was removed under vacuum and the residue was dissolved with 500 mL of acetonitrile. The solution w... Starting materials: CCOC(C)=O, CC1=C(C(=O)Nc2cc3cn[nH]c3cc2F)C(c2ccc(Cl)c([N+](=O)[O-])c2)CC(=O)N1, [Na+], [OH-], O, Cl[Sn]Cl. Product: CC1=C(C(=O)Nc2cc3cn[nH]c3cc2F)C(c2ccc(Cl)c(N)c2)CC(=O)N1. RXN SMILES: [CH3:38][CH2:39][O:40][C:41]([CH3:42])=[O:43].[Cl:1][c:2]1[c:3]([N+:29]([O-:30])=[O:31])[cH:4][c:5]([CH:8]2[C:9]([C:16](=[O:17])[NH:18][c:19]3[cH:20][c:21]4[cH:22][n:23][nH:24][c:25]4[cH:26][c:27]3[F:28])=[C:10]([CH3:15])[NH:11][C:12](=[O:14])[CH2:13]2)[cH:6][cH:7]1.[Na+:37].[OH-:36].[OH2:35].[Sn:32]([Cl:33])[Cl:34]>>[Cl:1][c:2]1[c:3]([NH2:29])[cH:4][c:5]([CH:8]2[C:9]([C:16](=[O:17])[NH:18][c:19]3[cH:20][c:21]4[cH:22][n:23][nH:24][c:25]4[cH:26][c:27]3[F:28])=[C:10]([CH3:15])[NH:11][C:12](=[O:14])[CH2:13]2)[cH:6][cH:7]1. Reactants: C1CCOC1, CC(C)(C)[O-], [K+], COC(=O)CCC(C(N)=O)N1Cc2c(OCc3ccc(Cl)c(C)c3)cccc2C1=O. Yields the product Cc1cc(COc2cccc3c2CN(C2CCC(=O)NC2=O)C3=O)ccc1Cl. As a reaction SMILES: [CH2:37]1[O:38][CH2:39][CH2:40][CH2:41]1.[CH3:31][C:32]([CH3:33])([O-:34])[CH3:35].[K+:36].[NH2:1][C:2]([CH:3]([CH2:4][CH2:5][C:6]([O:8][CH3:7])=[O:9])[N:10]1[C:11](=[O:29])[c:12]2[cH:13][cH:14][cH:15][c:16]([O:19][CH2:20][c:21]3[cH:22][c:23]([CH3:28])[c:24]([Cl:27])[cH:25][cH:26]3)[c:17]2[CH2:18]1)=[O:30]>>[NH:1]1[C:2](=[O:30])[CH:3]([N:10]2[C:11](=[O:29])[c:12]3[cH:13][cH:14][cH:15][c:16]([O:19][CH2:20][c:21]4[cH:22][c:23]([CH3:28])[c:24]([Cl:27])[cH:25][cH:26]4)[c:17]3[CH2:18]2)[CH2:4][CH2:5][C:6]1=[O:8]. The reactants are [OH-].[Na+] (sodium hydroxide), OO (hydrogen peroxide), CS(=O)C.CCO (DMSO EtOH), Cl.C(C)(=O)N1CC(C(CC1)NC1=NC(=C(C#N)C=C1F)NC=1C=NC=C(C1)C)N (6-((1-acetyl-3-aminopiperidin-4-yl)amino)-5-fluoro-2-((5-methylpyridin-3-yl)amino)nicotinonitrile hydrochloride). Run in O (Water). Reaction conditions: time 30 minute. The product is Cl.C(C)(=O)N1CC(C(CC1)NC1=NC(=C(C(=O)N)C=C1F)NC=1C=NC=C(C1)C)N (6-((1-acetyl-3-aminopiperidin-4-yl)amino)-5-fluoro-2-((5-methylpyridin-3-yl)amino)nicotinamide hydrochloride). RXN SMILES: [OH-].[Na+].OO.CS(C)=O.CC[OH:11].[ClH:12].[C:13]([N:16]1[CH2:21][CH2:20][CH:19]([NH:22][C:23]2[C:30]([F:31])=[CH:29][C:26]([C:27]#[N:28])=[C:25]([NH:32][C:33]3[CH:34]=[N:35][CH:36]=[C:37]([CH3:39])[CH:38]=3)[N:24]=2)[CH:18]([NH2:40])[CH2:17]1)(=[O:15])[CH3:14]>O>[ClH:12].[C:13]([N:16]1[CH2:21][CH2:20][CH:19]([NH:22][C:23]2[C:30]([F:31])=[CH:29][C:26]([C:27]([NH2:28])=[O:11])=[C:25]([NH:32][C:33]3[CH:34]=[N:35][CH:36]=[C:37]([CH3:39])[CH:38]=3)[N:24]=2)[CH:18]([NH2:40])[CH2:17]1)(=[O:15])[CH3:14] |f:0.1,3.4,5.6,8.9|. Reported procedure: A 5M sodium hydroxide aqueous solution (0.038 ml) and a 30% hydrogen peroxide solution (0.008 ml) were added to a DMSO/EtOH (0.1 ml/0.1 ml) solution containing 6-((1-acetyl-3-aminopiperidin-4-yl)amino)-5-fluoro-2-((5-methylpyridin-3-yl)amino)nicotinonitrile hydrochloride (6 mg), followed by stirring at room temperature for 30 minutes. Water was added to the reaction solution, followed by extraction with ethyl acetate. The organic layers were washed with saturated saline and dried over anhydrous ... Reactants: C(O)([O-])=O.[Na+] (sodium hydrogen carbonate), C(C)(=O)O[BH-](OC(C)=O)OC(C)=O.[Na+] (sodium triacetoxyborohydride), FC1CN(CCC1=O)CCN1C(C=NC2=CC=C(C=C12)OC)=O (1-(2-(3-fluoro-4-oxopiperidin-1-yl)ethyl)-7-methoxyquinoxalin-2(1H)-one), O1CCOC=2C=NC(=CC21)CN (1-(2,3-dihydro(1,4)dioxino(2,3-c)pyridin-7-yl)methaneamine). Run in C(Cl)(Cl)Cl (chloroform), C(C)(=O)O (acetic acid), ClCCl (dichloromethane). Conditions: time 1.5 hour. Yields the product O1CCOC=2C=NC(=CC21)CNC2C(CN(CC2)CCN2C(C=NC1=CC=C(C=C21)OC)=O)F (1-(2-(4-((2,3-dihydro(1,4)dioxino(2,3-c)pyridin-7-ylmethyl)amino)-3-fluoropiperidin-1-yl)ethyl)-7-methoxyquinoxalin-2(1H)-one). The yield is 43.9%. As a reaction SMILES: [F:1][CH:2]1[C:7](=O)[CH2:6][CH2:5][N:4]([CH2:9][CH2:10][N:11]2[C:20]3[C:15](=[CH:16][CH:17]=[C:18]([O:21][CH3:22])[CH:19]=3)[N:14]=[CH:13][C:12]2=[O:23])[CH2:3]1.[O:24]1[C:33]2[CH:32]=[C:31]([CH2:34][NH2:35])[N:30]=[CH:29][C:28]=2[O:27][CH2:26][CH2:25]1.C(O[BH-](OC(=O)C)OC(=O)C)(=O)C.[Na+].C(=O)([O-])O.[Na+]>C(Cl)(Cl)Cl.C(O)(=O)C.ClCCl>[O:24]1[C:33]2[CH:32]=[C:31]([CH2:34][NH:35][CH:7]3[CH2:6][CH2:5][N:4]([CH2:9][CH2:10][N:11]4[C:20]5[C:15](=[CH:16][CH:17]=[C:18]([O:21][CH3:22])[CH:19]=5)[N:14]=[CH:13][C:12]4=[O:23])[CH2:3][CH:2]3[F:1])[N:30]=[CH:29][C:28]=2[O:27][CH2:26][CH2:25]1 |f:2.3,4.5|. Reported procedure: To 2 mL of a dichloromethane solution containing 48 mg of 1-(2-(3-fluoro-4-oxopiperidin-1-yl)ethyl)-7-methoxyquinoxalin-2(1H)-one and 30 mg of 1-(2,3-dihydro(1,4)dioxino(2,3-c)pyridin-7-yl)methaneamine, 26 μL of acetic acid was added, and stirred at room temperature for 1.5 hours. To the reaction mixture, 48 mg of sodium triacetoxyborohydride was added, and stirred for 1.5 hours. To the reaction mixture, aqueous saturated sodium hydrogen carbonate solution and chloroform were added, the organic ... Reactants: NCCNC(=O)C1=NC(=C2N=CN(C2=N1)[C@@H]1O[C@@H]([C@H]([C@H]1O)O)C(=O)NCC)NCC(C1=CC=CC=C1)C1=CC=CC=C1 (N-(2-aminoethyl)-6-[(2,2-diphenylethyl)amino]-9-{(2R,3R,4S,5S)-5-[(ethylamino)carbonyl]-3,4-dihydroxytetrahydro-2-furanyl}-9H-purine-2-carboxamide), N1(C=NC=C1)C(=O)N (1H-imidazole-1-carboxamide). Product: C1(=CC=CC=C1)C(CNC1=C2N=CN(C2=NC(=N1)C(=O)NCCNC(=O)NCCN1CCC(CC1)C(C)C)[C@@H]1O[C@@H]([C@H]([C@H]1O)O)C(=O)NCC)C1=CC=CC=C1 (6-[(2,2-Diphenylethyl)amino]-9-{(2R,3R,4S,5S)-5-[(ethylamino)carbonyl]-3,4-dihydroxytetrahydro-2-furanyl}-N-{2-[({[2-(4-isopropyl-1-piperidinyl)ethyl]amino}carbonyl)amino]ethyl}-9H-purine-2-carboxamide). Reaction SMILES: [NH2:1][CH2:2][CH2:3][NH:4][C:5]([C:7]1[N:15]=[C:14]2[C:10]([N:11]=[CH:12][N:13]2[C@H:16]2[C@H:20]([OH:21])[C@H:19]([OH:22])[C@@H:18]([C:23]([NH:25][CH2:26][CH3:27])=[O:24])[O:17]2)=[C:9]([NH:28][CH2:29][CH:30]([C:37]2[CH:42]=[CH:41][CH:40]=[CH:39][CH:38]=2)[C:31]2[CH:36]=[CH:35][CH:34]=[CH:33][CH:32]=2)[N:8]=1)=[O:6].[N:43]1([C:48](N)=[O:49])[CH:47]=[CH:46][N:45]=[CH:44]1>>[C:31]1([CH:30]([C:37]2[CH:42]=[CH:41][CH:40]=[CH:39][CH:38]=2)[CH2:29][NH:28][C:9]2[N:8]=[C:7]([C:5]([NH:4][CH2:3][CH2:2][NH:1][C:48]([NH:43][CH2:47][CH2:46][N:45]3[CH2:38][CH2:37][CH:30]([CH:31]([CH3:36])[CH3:32])[CH2:29][CH2:44]3)=[O:49])=[O:6])[N:15]=[C:14]3[C:10]=2[N:11]=[CH:12][N:13]3[C@H:16]2[C@H:20]([OH:21])[C@H:19]([OH:22])[C@@H:18]([C:23]([NH:25][CH2:26][CH3:27])=[O:24])[O:17]2)[CH:36]=[CH:35][CH:34]=[CH:33][CH:32]=1. Reported procedure: Prepared from N-(2-aminoethyl)-6-[(2,2-diphenylethyl)amino]-9-{(2R,3R,4S,5S)-5-[(ethylamino)carbonyl]-3,4-dihydroxytetrahydro-2-furanyl}-9H-purine-2-carboxamide (Preparation 10) and N-[2-4-isopropyl-1-piperidinyl)ethyl]-1H-imidazole-1-carboxamide (Preparation 22) by a similar method to Example 1. Starting materials: FC=1C=NC=CC1C1=NOC(=C1C(=O)O)C (3-(3-fluoro-pyridin-4-yl)-5-methyl-isoxazole-4-carboxylic acid), ON1N=NC2=C1N=CC=C2 (1-hydroxy-7-azabenzo-triazole), C(C)(C)N(C(C)C)CC (N,N-diisopropylethyl amine), C(C1=CC=CC=C1)OC(NCC1CC(CCC1)N)=O ((3-amino-cyclohexylmethyl)-carbamic acid benzyl ester), Cl.CN(CCCN=C=NCC)C (1-[3-(dimethylamino)propyl]-3-ethylcarbodiimide hydrochloride). The solvent is CN(C=O)C (N,N-dimethylformamide). Reaction conditions: time 8 hour. The product is C(C1=CC=CC=C1)OC(NCC1CC(CCC1)NC(=O)C=1C(=NOC1C)C1=C(C=NC=C1)F)=O ((3-{[3-(3-Fluoro-pyridin-4-yl)-5-methyl-isoxazole-4-carbonyl]-amino}-cyclohexylmethyl)-carbamic acid benzyl ester). As a reaction SMILES: [F:1][C:2]1[CH:3]=[N:4][CH:5]=[CH:6][C:7]=1[C:8]1[C:12]([C:13]([OH:15])=O)=[C:11]([CH3:16])[O:10][N:9]=1.[CH2:17]([O:24][C:25](=[O:35])[NH:26][CH2:27][CH:28]1[CH2:33][CH2:32][CH2:31][CH:30]([NH2:34])[CH2:29]1)[C:18]1[CH:23]=[CH:22][CH:21]=[CH:20][CH:19]=1.Cl.CN(C)CCCN=C=NCC.ON1C2N=CC=CC=2N=N1.C(N(CC)C(C)C)(C)C>CN(C)C=O>[CH2:17]([O:24][C:25](=[O:35])[NH:26][CH2:27][CH:28]1[CH2:33][CH2:32][CH2:31][CH:30]([NH:34][C:13]([C:12]2[C:8]([C:7]3[CH:6]=[CH:5][N:4]=[CH:3][C:2]=3[F:1])=[N:9][O:10][C:11]=2[CH3:16])=[O:15])[CH2:29]1)[C:18]1[CH:19]=[CH:20][CH:21]=[CH:22][CH:23]=1 |f:2.3|. Procedure: Combine 3-(3-fluoro-pyridin-4-yl)-5-methyl-isoxazole-4-carboxylic acid (0.41 g, 0.0019 mol) with (3-amino-cyclohexylmethyl)-carbamic acid benzyl ester (0.55 g, 0.0019 mol), 1-[3-(dimethylamino)propyl]-3-ethylcarbodiimide hydrochloride (0.36, 0.0019 mol), 1-hydroxy-7-azabenzo-triazole (0.25 g, 0.0019 mol), and N,N-diisopropylethyl amine (0.96 mL, 0.0055 mol), in N,N-dimethylformamide (10 mL). Stir the mixture overnight at ambient temperature. Concentrate in vacuo and take up the residue in water ...